This data is from the Open Reaction Database (ORD), a public repository of structured organic reaction records. The task is: describe an organic reaction: reactants, conditions, products, and yield The reactants are [OH-].[Na+] (sodium hydroxide), solution, N1=C(N=CC=C1)NCCCN1N=CC2=CC(=CC=C12)C(=O)OCC (ethyl 1-[3-(pyrimidin-2-ylamino)propyl]-1H-indazole-5-carboxylate). Run in O (water), C(C)O (ethanol). The product is N1=C(N=CC=C1)NCCCN1N=CC2=CC(=CC=C12)C(=O)O (1-[3-(pyrimidin-2-ylamino)propyl]-1H-indazole-5-carboxylic acid). Yield: 89.3%. As a reaction SMILES: [N:1]1[CH:6]=[CH:5][CH:4]=[N:3][C:2]=1[NH:7][CH2:8][CH2:9][CH2:10][N:11]1[C:19]2[C:14](=[CH:15][C:16]([C:20]([O:22]CC)=[O:21])=[CH:17][CH:18]=2)[CH:13]=[N:12]1.[OH-].[Na+]>C(O)C.O>[N:3]1[CH:4]=[CH:5][CH:6]=[N:1][C:2]=1[NH:7][CH2:8][CH2:9][CH2:10][N:11]1[C:19]2[C:14](=[CH:15][C:16]([C:20]([OH:22])=[O:21])=[CH:17][CH:18]=2)[CH:13]=[N:12]1 |f:1.2|. Procedure details: The product of step A (510 mg, 1.16 mmol) was dissolved in ethanol (50 mL) and sodium hydroxide (6.5 mL of a 1N solution, 6.5 mmol) added. The solution was heated at reflux for 1.5 hours, diluted with water (45 mL), and the ethanol removed under vacuum. The solution was acidified to pH=3 with 1N HCl (˜7 mL) with stirring. The resulting solids were filtered, washed with water, and dried under vacuum to afford the product (308 mg, 89%). LRMS (ES): 298.1 ([M+H]+. HRMS: Calculated for C15H16N5O2: 29... Reactants: O=C([O-])[O-], CC(C)=O, C=C(Cl)CCl, [K+], [K+], Oc1ccc(Cl)cc1. Yields the product C=C(Cl)COc1ccc(Cl)cc1. RXN SMILES: [C:9](=[O:10])([O-:11])[O-:12].[CH3:20][C:21](=[O:22])[CH3:23].[Cl:15][C:16](=[CH2:17])[CH2:18][Cl:19].[K+:13].[K+:14].[OH:1][c:2]1[cH:3][cH:4][c:5]([Cl:6])[cH:7][cH:8]1>>[O:1]([c:2]1[cH:3][cH:4][c:5]([Cl:6])[cH:7][cH:8]1)[CH2:18][C:16]([Cl:15])=[CH2:17]. The reactants are C(C)(=O)OC[C@](CCC=1OC(=CC1)C#CCCCC1=CC=CC=C1)(C)NC(C)=O ((2R)-1-acetoxy-2-acetylamino-2-methyl-4-[5-(5-phenylpent-1-ynyl)furan-2-yl]butane). Reagents/catalysts: [Pd] (palladium-charcoal). Solvent: CO (methanol), CO (methanol). Conditions: time 8 hour. Yields the product C(C)(=O)OC[C@](CCC=1OC(=CC1)CCCCCC1=CC=CC=C1)(C)NC(C)=O ((2R)-1-Acetoxy-2-acetylamino-2-methyl-4-[5-(5-phenylpentyl) furan-2-yl]butane). Yield: 80.5%. RXN SMILES: [C:1]([O:4][CH2:5][C@@:6]([NH:26][C:27](=[O:29])[CH3:28])([CH3:25])[CH2:7][CH2:8][C:9]1[O:10][C:11]([C:14]#[C:15][CH2:16][CH2:17][CH2:18][C:19]2[CH:24]=[CH:23][CH:22]=[CH:21][CH:20]=2)=[CH:12][CH:13]=1)(=[O:3])[CH3:2]>CO.[Pd]>[C:1]([O:4][CH2:5][C@@:6]([NH:26][C:27](=[O:29])[CH3:28])([CH3:25])[CH2:7][CH2:8][C:9]1[O:10][C:11]([CH2:14][CH2:15][CH2:16][CH2:17][CH2:18][C:19]2[CH:20]=[CH:21][CH:22]=[CH:23][CH:24]=2)=[CH:12][CH:13]=1)(=[O:3])[CH3:2]. Procedure: To a suspension of 10% palladium-charcoal (50% wet with water) (25 mg) in methanol (1 ml) was added a solution of (2R)-1-acetoxy-2-acetylamino-2-methyl-4-[5-(5-phenylpent-1-ynyl)furan-2-yl]butane (0.1245 g, 0.32 mmol) obtained in Example (1a) in methanol (1.5 ml), and the resulting mixture was stirred at room temperature under a hydrogen atmosphere for 8 hours. After stirring, the internal atmosphere was replaced with nitrogen, and the palladium-charcoal in the reaction mixture was filtered off ... Reactants: BrCc1ccccc1, CCc1cc2c([N+](=O)[O-])cccc2[nH]1, CN(C)C=O, O. Yields the product CCc1cc2c([N+](=O)[O-])cccc2n1Cc1ccccc1. Reaction SMILES: [Br:15][CH2:16][c:17]1[cH:18][cH:19][cH:20][cH:21][cH:22]1.[CH2:1]([CH3:2])[c:3]1[nH:4][c:5]2[cH:6][cH:7][cH:8][c:9]([N+:12](=[O:13])[O-:14])[c:10]2[cH:11]1.[O:23]=[CH:24][N:25]([CH3:26])[CH3:27].[OH2:28]>>[CH2:1]([CH3:2])[c:3]1[n:4]([CH2:16][c:17]2[cH:18][cH:19][cH:20][cH:21][cH:22]2)[c:5]2[cH:6][cH:7][cH:8][c:9]([N+:12](=[O:13])[O-:14])[c:10]2[cH:11]1.